Dataset: the Open Reaction Database (ORD), a public repository of structured organic reaction records. Task: describe an organic reaction: reactants, conditions, products, and yield The reactants are BrBr (bromine), OC1=CC=CC=2CCN(CCC21)C(C(F)(F)F)=O (6-hydroxy-3-(2,2,2-trifluoroacetyl)-2,3,4,5-tetrahydro-1H-benzo[d]azepine), ice, ice water. Run in C(C)#N (acetonitrile), C(C)#N (acetonitrile). Run at time 30 minute. The product is BrC1=CC=C(C2=C1CCN(CC2)C(C(F)(F)F)=O)O (9-Bromo-6-hydroxy-3-(2,2,2-trifluoroacetyl)-2,3,4,5-tetrahydro-1H-benzo[d]azepine). Isolated yield 80.8%. As a reaction SMILES: [Br:1]Br.[OH:3][C:4]1[C:14]2[CH2:13][CH2:12][N:11]([C:15](=[O:20])[C:16]([F:19])([F:18])[F:17])[CH2:10][CH2:9][C:8]=2[CH:7]=[CH:6][CH:5]=1>C(#N)C>[Br:1][C:7]1[C:8]2[CH2:9][CH2:10][N:11]([C:15](=[O:20])[C:16]([F:19])([F:17])[F:18])[CH2:12][CH2:13][C:14]=2[C:4]([OH:3])=[CH:5][CH:6]=1. Procedure: Add dropwise bromine (10.8 mL, 0.21 mol) in acetonitrile (260 mL) to a slurry of 6-hydroxy-3-(2,2,2-trifluoroacetyl)-2,3,4,5-tetrahydro-1H-benzo[d]azepine (51.8 g, 0.2 mol) in acetonitrile (400 mL) at 0° C. cooling with ice-water to keep the temperature between 2-5° C. Warm the reaction to ambient temperature and stir for 30 min. Pour the mixture into ice-cold water (2 L) to obtain a white precipitate. Collect the solid by vacuum filtration, wash with water and dry under vacuum at 105° C. Recrys...